Dataset: the Open Reaction Database (ORD), a public repository of structured organic reaction records. Task: describe an organic reaction: reactants, conditions, products, and yield Reactants: C1NC(CC=2C3=CC=CC=C3NC12)C(=O)O ((3RS)-1,2,3,4-tetrahydro-β-carboline-3-carboxylic acid), [OH-].[Na+] (NaOH), C(C)O (ethanol), C(C1=CC=CC=C1)Br (benzyl bromide), C(=S)=S (carbon disulfide). Reaction conditions: time 30 minute. Product: C(C1=CC=CC=C1)SC(=S)N1CC=2NC3=CC=CC=C3C2CC1C(=O)O ((3RS)-2-[(Benzylthio)thiocarbonyl]-1,2,3,4-tetrahydro-β-carboline-3-carboxylic acid). Isolated yield 50.0%. RXN SMILES: [CH2:1]1[C:13]2[NH:12][C:11]3[C:6](=[CH:7][CH:8]=[CH:9][CH:10]=3)[C:5]=2[CH2:4][CH:3]([C:14]([OH:16])=[O:15])[NH:2]1.[OH-].[Na+].C(O)C.[CH2:22](Br)[C:23]1[CH:28]=[CH:27][CH:26]=[CH:25][CH:24]=1.[C:30](=[S:32])=[S:31]>>[CH2:22]([S:32][C:30]([N:2]1[CH:3]([C:14]([OH:16])=[O:15])[CH2:4][C:5]2[C:6]3[C:11](=[CH:10][CH:9]=[CH:8][CH:7]=3)[NH:12][C:13]=2[CH2:1]1)=[S:31])[C:23]1[CH:28]=[CH:27][CH:26]=[CH:25][CH:24]=1 |f:1.2|. Reported procedure: To a mixture of (3RS)-1,2,3,4-tetrahydro-β-carboline-3-carboxylic acid (5.4 g), 2N NaOH (25 ml) and 50% ethanol (70 ml) is added dropwise carbon disulfide (1.5 ml) at room temperature. The mixture is stirred at room temperature for 30 minutes, and thereto is added dropwise benzyl bromide (3.5 ml), and the mixture is further stirred at the same temperature for 3 hours and then distilled to remover the solvent. To the residue is added water, and the mixture is extracted with ether. The aqueous lay... Reactants: CC(=O)Cl, O=C(Nc1ccc(Cl)cn1)c1oc2cccnc2c1NC(=O)C1CCC(N2CCNCC2=O)CC1. Product: CC(=O)N1CCN(C2CCC(C(=O)Nc3c(C(=O)Nc4ccc(Cl)cn4)oc4cccnc34)CC2)C(=O)C1. RXN SMILES: [CH3:36][C:37]([Cl:38])=[O:39].[Cl:1][c:2]1[cH:3][cH:4][c:5]([NH:8][C:9](=[O:10])[c:11]2[c:12]([NH:20][C:21](=[O:22])[CH:23]3[CH2:24][CH2:25][CH:26]([N:29]4[C:30](=[O:35])[CH2:31][NH:32][CH2:33][CH2:34]4)[CH2:27][CH2:28]3)[c:13]3[n:14][cH:15][cH:16][cH:17][c:18]3[o:19]2)[n:6][cH:7]1>>[Cl:1][c:2]1[cH:3][cH:4][c:5]([NH:8][C:9](=[O:10])[c:11]2[c:12]([NH:20][C:21](=[O:22])[CH:23]3[CH2:24][CH2:25][CH:26]([N:29]4[C:30](=[O:35])[CH2:31][N:32]([C:37]([CH3:36])=[O:39])[CH2:33][CH2:34]4)[CH2:27][CH2:28]3)[c:13]3[n:14][cH:15][cH:16][cH:17][c:18]3[o:19]2)[n:6][cH:7]1. The reactants are [Al+3].[Cl-].[Cl-].[Cl-] (AlCl3), COC(C(=O)Cl)=O (methylchloroglyoxylate), C1(=CC=CC2=CC=CC=C12)OCCN1CCOCC1 (4-[2-(Naphthalen-1-yloxy)-ethyl]-morpholine). Solvent: C(Cl)Cl (CH2Cl2). Run at time 5 minute. Product: COC(C(=O)C1=CC=C(C2=CC=CC=C12)OCCN1CCOCC1)=O ([4-(2-Morpholin-4-yl-ethoxy)-naphthalen-1-yl]-oxo-acetic acid methyl ester). Isolated yield 96.2%. Reaction SMILES: [Al+3].[Cl-].[Cl-].[Cl-].[CH3:5][O:6][C:7](=[O:11])[C:8](Cl)=[O:9].[C:12]1([O:22][CH2:23][CH2:24][N:25]2[CH2:30][CH2:29][O:28][CH2:27][CH2:26]2)[C:21]2[C:16](=[CH:17][CH:18]=[CH:19][CH:20]=2)[CH:15]=[CH:14][CH:13]=1>C(Cl)Cl>[CH3:5][O:6][C:7](=[O:11])[C:8]([C:15]1[C:16]2[C:21](=[CH:20][CH:19]=[CH:18][CH:17]=2)[C:12]([O:22][CH2:23][CH2:24][N:25]2[CH2:30][CH2:29][O:28][CH2:27][CH2:26]2)=[CH:13][CH:14]=1)=[O:9] |f:0.1.2.3|. Procedure details: To a round bottom flask was added CH2Cl2 (100 mL) followed by the addition of AlCl3 (2.2 g, 16.3 mmol). The suspension was stirred 5 min at room temperature, methylchloroglyoxylate (1.66 mL, 17.88 mmol) was added and stirred an additional 5 min, followed by the addition of 11 (0.841 g, 3.27 mmol). The mixture was stirred at room temperature overnight, quenched with water, neutralized with NaHCO3 and extracted with EtOAc three times. The combined organic extracts were washed with brine, dried ove... The product is CCOc1nsnc1-c1ccc[n+](C)c1, [I-]. Starting materials: CCOc1nsnc1-c1cccnc1, CC(C)=O, CI. RXN SMILES: [CH2:3]([CH3:4])[O:5][c:6]1[c:7](-[c:11]2[cH:12][n:13][cH:14][cH:15][cH:16]2)[n:8][s:9][n:10]1.[CH3:17][C:18](=[O:19])[CH3:20].[CH3:1][I:2]>>[CH3:1][n+:13]1[cH:12][c:11](-[c:7]2[c:6]([O:5][CH2:3][CH3:4])[n:10][s:9][n:8]2)[cH:16][cH:15][cH:14]1.[I-:2]. The reactants are OC1=CC=C(C=C1)C(C)(C)C1=CC=C(C=C1)O (Bisphenol-A), CC(=O)C (acetone), OC1=CC=C(C=C1)C(C)(C)C1=CC=C(C=C1)O (Bisphenol-A), CC(=O)C (acetone), O (H2O). Yields the product OC1=CC=C(C=C1)C(C)(C)C1=CC=C(C=C1)O (Bisphenol-A), CC(C(=O)O)(C)C1=CC=C(C=C1)O (2-Methyl 2-(4-Hydroxyphenyl) Propionic Acid). Yield: 98.0%. RXN SMILES: [OH:1][C:2]1[CH:7]=[CH:6][C:5]([C:8]([C:11]2[CH:16]=[CH:15][C:14]([OH:17])=[CH:13][CH:12]=2)([CH3:10])[CH3:9])=[CH:4][CH:3]=1.[OH2:18].CC(C)=[O:21]>>[OH:1][C:2]1[CH:3]=[CH:4][C:5]([C:8]([C:11]2[CH:12]=[CH:13][C:14]([OH:17])=[CH:15][CH:16]=2)([CH3:10])[CH3:9])=[CH:6][CH:7]=1.[CH3:10][C:8]([C:5]1[CH:4]=[CH:3][C:2]([OH:1])=[CH:7][CH:6]=1)([CH3:9])[C:11]([OH:21])=[O:18]. Reported procedure: A solution of 28.5 g Bisphenol-A (IX) (0.12 moles) and 36.4 g acetone (0.63 moles) is pumped into a CO pressurized reactor containing 92 g HF (4.6 moles) and 10 g H2O (0.56 moles). At a starting pressure of 1530 psig and 72°-75° C., the (IX) and acetone reactants are pumped in 64 minutes to a final pressure of 1760 psig. After a total reaction time of 293 minutes, maintaining pressures of 1930-2210 psig, a 98% (IX) conversion yields 20.3 g or 44% selectivity to (I). Starting materials: C(C#C)O (propargyl alcohol), C(C)OP(=O)(OCC)C(C(=O)OCC)F (ethyl 2-(diethoxyphosphoryl)-2-fluoroacetate). Reagents/catalysts: CCO.CCO.CCO.CCO.[Ti] (tetraethyl titanate). Run at temperature 100 celsius, time 10 hour. Product: C(C)OP(=O)(OCC)C(C(=O)OCC#C)F (2-propynyl 2-(diethoxyphosphoryl)-2-fluoroacetate). Isolated yield 86.0%. Reaction SMILES: [CH2:1]([OH:4])[C:2]#[CH:3].[CH2:5]([O:7][P:8]([CH:13]([F:19])[C:14](OCC)=[O:15])([O:10][CH2:11][CH3:12])=[O:9])[CH3:6]>CCO.CCO.CCO.CCO.[Ti]>[CH2:5]([O:7][P:8]([CH:13]([F:19])[C:14]([O:4][CH2:1][C:2]#[CH:3])=[O:15])([O:10][CH2:11][CH3:12])=[O:9])[CH3:6] |f:2.3.4.5.6|. Procedure details: 45.31 g (826 mmol) of propargyl alcohol and 0.94 g (4.1 mmol of tetraethyl titanate were added to 10.00 g (41.3 mmol) of ethyl 2-(diethoxyphosphoryl)-2-fluoroacetate, and heated under reflux at 100° C. for 10 hours. Subsequently, ethanol and propargyl alcohol were evaporated away under reduced pressure at a temperature falling within a range of from 70° C. to 100° C., taking 10 hours, and then the residue was cooled down to room temperature. 0.18 g of water was added to the reaction liquid, the ...